Dataset: the Open Reaction Database (ORD), a public repository of structured organic reaction records. Task: describe an organic reaction: reactants, conditions, products, and yield Starting materials: NC=1C=C(C2=C(C(CO2)(C)C)C1)C(C)C (5-amino-3,3-dimethyl-7-isopropyl-2,3-dihydrobenzofuran), C(C)(=O)O (acetic acid), [BH4-].[Na+] (sodium borohydride), NC=1C=C(C2=C(C(CO2)(C)C)C1)C(C)C (5-amino-3,3-dimethyl-7-isopropyl-2,3-dihydrobenzofuran), C(C)(=O)[O-].[Na+] (sodium acetate). Run in CC(=O)C (acetone), O (water), C(C)O (ethanol). The product is CC1(COC2=C1C=C(C=C2C(C)C)NC(C)C)C (3,3-Dimethyl-7-isopropyl-5-(isopropyl)amino-2,3-dihydro-benzofuran). Isolated yield 56.6%. Reaction SMILES: [NH2:1][C:2]1[CH:3]=[C:4]([CH:13]([CH3:15])[CH3:14])[C:5]2[O:9][CH2:8][C:7]([CH3:11])([CH3:10])[C:6]=2[CH:12]=1.[C:16]([O-])(=O)[CH3:17].[Na+].[BH4-].[Na+].[C:23](O)(=O)C>C(O)C.O.CC(C)=O>[CH3:11][C:7]1([CH3:10])[C:6]2[CH:12]=[C:2]([NH:1][CH:16]([CH3:17])[CH3:23])[CH:3]=[C:4]([CH:13]([CH3:15])[CH3:14])[C:5]=2[O:9][CH2:8]1 |f:1.2,3.4|. Procedure: Following general procedure J and using 5-amino-3,3-dimethyl-7-isopropyl-2,3-dihydro-benzofuran (Compound 13, 0.296 g, 1.5 mmol), sodium acetate (0.53 g, 3.9 mmol) and sodium borohydride (1.47 g, 25 mmol) in 5 mL of ethanol, 5 mL of water, 5 mL of acetone (excess) and acetic acid (1.25 mL, 32.74 mmol), the title compound (0.21 g, 60%) was obtained as an oil which was purified by flash column chromatography using 5% ethyl acetate in hexanes as the eluent. 1H NMR (300 MHz, CDCl3): δ 6.30 (d, 1H, J...